This data is from the Open Reaction Database (ORD), a public repository of structured organic reaction records. The task is: describe an organic reaction: reactants, conditions, products, and yield Starting materials: CI (methyliodide), C1C(CC2=CC=CC=C12)=O (2-indanone), O (water), [Mg] (magnesium). Solvent: C(C)OCC (diethyl ether), C(C)OCC (diethyl ether), C(C)OCC (diethyl ether). Reaction conditions: time 30 minute. The product is CC=1CC2=CC=CC=C2C1 (2-Methylindene). Isolated yield 107.7%. RXN SMILES: [Mg].[CH3:2]I.[CH2:4]1[C:12]2[C:7](=[CH:8][CH:9]=[CH:10][CH:11]=2)[CH2:6][C:5]1=O.O>C(OCC)C>[CH3:2][C:5]1[CH2:6][C:7]2[C:12]([CH:4]=1)=[CH:11][CH:10]=[CH:9][CH:8]=2. Procedure details: 50 ml of diethyl ether was added to 2.5 g of magnesium. A solution of 14.3 g of methyliodide in 50 ml of diethyl ether was added in 1 hour, with cooling with the aid of a water bath. Then the reaction mixture was stirred for 30 minutes at room temperature. A solution of 13.2 g of 2-indanone in 40 ml of diethyl ether was then added to this reaction mixture, followed by 30 minutes' stirring. 100 ml of water was then added. The organic layer was separated from the water layer. This water layer was ... Starting materials: N1C=C(C2=CC=CC=C12)C(=O)OCC12CCN(CC1)CC2 ((Quinuclidin-4-yl)methyl 1H-indole-3-carboxylate), N1N=C(C2=CC=CC=C12)C(=O)Cl (1H-indazole-3-carbonyl chloride). Yields the product N1N=C(C2=CC=CC=C12)C(=O)OCC12CCN(CC1)CC2 (Quinuclidin-4-ylmethyl 1H-indazole-3-carboxylate). RXN SMILES: [NH:1]1[C:9]2[C:4](=[CH:5][CH:6]=[CH:7][CH:8]=2)[C:3]([C:10]([O:12][CH2:13][C:14]23[CH2:21][CH2:20][N:17]([CH2:18][CH2:19]2)[CH2:16][CH2:15]3)=[O:11])=C1.[NH:22]1C2C(=CC=CC=2)C(C(Cl)=O)=N1>>[NH:1]1[C:9]2[C:4](=[CH:5][CH:6]=[CH:7][CH:8]=2)[C:3]([C:10]([O:12][CH2:13][C:14]23[CH2:21][CH2:20][N:17]([CH2:18][CH2:19]2)[CH2:16][CH2:15]3)=[O:11])=[N:22]1. Procedure details: Quinuclidin-4-ylmethyl 1H-indazole-3-carboxylate was prepared in a similar manner to (Quinuclidin-4-yl)methyl 1H-indole-3-carboxylate, substituting 1H-indazole-3-carbonyl chloride as the electrophile. Procedure: In a 50 ml-round-bottomed flask, 1.50 g of (3.81 mM) of 2-(4-decyloxyphenyl)-5-acetylbenzoxazole was dissolved in 10 ml of dichloromethane, followed by successive addition of 0.66 g of (3.82 mM) of m-chloroperbenzoic acid and 0.40 g (4.00 mM) of potassium hydrogencarbonate and heat-refluxing for 7 hours and 40 minutes under stirring. After cooling to room temperature, 0.33 g (1.91 mM) of m-chloroperbenzoic acid and 0.20 g (2.00 mM) of potassium hydrogencarbonate was successively added, followed ... Run at temperature 60 celsius, time 30 minute. The reactants are [OH-].[K+] (potassium hydroxide), C(CCCCCCCCC)OC1=CC=C(C=C1)C=1OC2=C(N1)C=C(C=C2)OC(C)=O (2-(4-decyloxyphenyl)-5-acetoxybenzoxazole). Yields the product C(CCCCCCCCC)OC1=CC=C(C=C1)C=1OC2=C(N1)C=C(C=C2)O (2-(4-decyloxyphenyl)-5-hydroxybenzoxazole). The yield is 19.3%. RXN SMILES: [OH-].[K+].[CH2:3]([O:13][C:14]1[CH:19]=[CH:18][C:17]([C:20]2[O:21][C:22]3[CH:28]=[CH:27][C:26]([O:29]C(=O)C)=[CH:25][C:23]=3[N:24]=2)=[CH:16][CH:15]=1)[CH2:4][CH2:5][CH2:6][CH2:7][CH2:8][CH2:9][CH2:10][CH2:11][CH3:12]>C(O)C>[CH2:3]([O:13][C:14]1[CH:19]=[CH:18][C:17]([C:20]2[O:21][C:22]3[CH:28]=[CH:27][C:26]([OH:29])=[CH:25][C:23]=3[N:24]=2)=[CH:16][CH:15]=1)[CH2:4][CH2:5][CH2:6][CH2:7][CH2:8][CH2:9][CH2:10][CH2:11][CH3:12] |f:0.1|. The solvent is C(C)O (ethanol), C(C)O (ethanol). The reactants are CC[SiH](CC)CC, ClCCl, Nc1ccsc1C(=O)Nc1ccc(OC(F)(F)F)cc1, [Na+], [OH-], O, O=C(O)C(F)(F)F, O=Cc1cc[n+]([O-])c2ccccc12. The product is O=C(Nc1ccc(OC(F)(F)F)cc1)c1sccc1NCc1cc[n+]([O-])c2ccccc12. Reaction SMILES: [CH2:41]([SiH:42]([CH2:43][CH3:44])[CH2:45][CH3:46])[CH3:47].[Cl:51][CH2:52][Cl:53].[NH2:14][c:15]1[c:16]([C:20](=[O:21])[NH:22][c:23]2[cH:24][cH:25][c:26]([O:29][C:30]([F:31])([F:32])[F:33])[cH:27][cH:28]2)[s:17][cH:18][cH:19]1.[Na+:49].[OH-:48].[OH2:50].[OH:34][C:35]([C:36]([F:37])([F:38])[F:39])=[O:40].[n+:1]1([O-:13])[cH:2][cH:3][c:4]([CH:11]=[O:12])[c:5]2[cH:6][cH:7][cH:8][cH:9][c:10]12>>[n+:1]1([O-:13])[cH:2][cH:3][c:4]([CH2:11][NH:14][c:15]2[c:16]([C:20](=[O:21])[NH:22][c:23]3[cH:24][cH:25][c:26]([O:29][C:30]([F:31])([F:32])[F:33])[cH:27][cH:28]3)[s:17][cH:18][cH:19]2)[c:5]2[cH:6][cH:7][cH:8][cH:9][c:10]12.